This data is from the Open Reaction Database (ORD), a public repository of structured organic reaction records. The task is: describe an organic reaction: reactants, conditions, products, and yield The reactants are BrBr (bromine), C([O-])([O-])=O.[K+].[K+] (potassium carbonate), NC1=CC=C(C=C1)CCC=1N=C2N(C=CC(=C2)C)C1 (2-[2-(4-aminophenyl)ethyl]-7-methylimidazo[1,2-a]pyridine), [S-]C#N.[NH4+] (ammonium thiocyanate). Run in C(C)(=O)O (acetic acid), O (water), C(C)(=O)OCC (ethyl acetate), C(C)(=O)O (acetic acid). The product is CC1=CC=2N(C=C1)C=C(N2)CCC2=CC1=C(N=C(S1)N)C=C2 (6-[2-(7-methylimidazo[1,2-a]pyridin-2-yl)ethyl]-2-aminobenzothiazole). The yield is 14.0%. RXN SMILES: [NH2:1][C:2]1[CH:7]=[CH:6][C:5]([CH2:8][CH2:9][C:10]2[N:11]=[C:12]3[CH:17]=[C:16]([CH3:18])[CH:15]=[CH:14][N:13]3[CH:19]=2)=[CH:4][CH:3]=1.[S-:20][C:21]#[N:22].[NH4+].BrBr.C(=O)([O-])[O-].[K+].[K+]>C(O)(=O)C.O.C(OCC)(=O)C>[CH3:18][C:16]1[CH:15]=[CH:14][N:13]2[CH:19]=[C:10]([CH2:9][CH2:8][C:5]3[CH:6]=[CH:7][C:2]4[N:1]=[C:21]([NH2:22])[S:20][C:3]=4[CH:4]=3)[N:11]=[C:12]2[CH:17]=1 |f:1.2,4.5.6|. Procedure details: A solution of 2-[2-(4-aminophenyl)ethyl]-7-methylimidazo[1,2-a]pyridine (2.5 g) and ammonium thiocyanate (1.5 g) in acetic acid (25 ml) was stirred at ambient temperature for 1 hour. A solution of bromine (0.6 ml) in acetic acid (3 ml) was dropwise added thereto at 15° to 18° C. under stirring and the resulting mixture was stirred at 10° to 20° C. for 1 hour. A mixture of ethyl acetate and water was added to the reaction mixture and the mixture was adjusted to pH 7.5 with potassium carbonate. Th... Starting materials: BrC=1C=C(C=NC1)C=O (5-bromo-pyridine-3-carbaldehyde), [OH-].[Na+] (sodium hydroxide), OC(C(C)=O)(C)C (3-hydroxy-3-methyl-butan-2-one). Solvent: CCOC(=O)C (EtOAc), CO (MeOH). Reaction conditions: time 1 hour. The product is BrC=1C=C(C=NC1)\C=C\C(C(C)(C)O)=O ((E)-1-(5-Bromo-pyridin-3-yl)-4-hydroxy-4-methyl-pent-1-en-3-one). As a reaction SMILES: [OH-].[Na+].[Br:3][C:4]1[CH:5]=[C:6]([CH:10]=O)[CH:7]=[N:8][CH:9]=1.[OH:12][C:13]([CH3:18])([CH3:17])[C:14](=[O:16])[CH3:15]>CO.CCOC(C)=O>[Br:3][C:4]1[CH:5]=[C:6](/[CH:10]=[CH:15]/[C:14](=[O:16])[C:13]([OH:12])([CH3:18])[CH3:17])[CH:7]=[N:8][CH:9]=1 |f:0.1|. Procedure: A solution of sodium hydroxide (1.1 eq, 29.6 mmol, 29.6 ml) in MeOH (100 ml) under an inert atmosphere of nitrogen is cooled at 0° C. and treated with 5-bromo-pyridine-3-carbaldehyde (1 eq, 26.9 mmol, 5 g). After 1 h at 0° C., 3-hydroxy-3-methyl-butan-2-one (1 eq, 26.9 mmol, 2.75 g) is added and the reaction mixture is stirred at room temperature for 3 hours. The reaction mixture is dissolved in EtOAc and washed with water. The combined organic extracts are washed with brine, dried over MgSO4 an... Starting materials: BrCCCBr, CC(C)=O, CCCCCC, [K+], [K+], O=C([O-])[O-], COC(=O)C=Cc1ccccc1O. Yields the product COC(=O)C=Cc1ccccc1OCCCBr. Reaction SMILES: [Br:14][CH2:15][CH2:16][CH2:17][Br:18].[CH3:25][C:26](=[O:27])[CH3:28].[CH3:29][CH2:30][CH2:31][CH2:32][CH2:33][CH3:34].[K+:19].[K+:20].[O-:21][C:22]([O-:23])=[O:24].[OH:1][c:2]1[c:3]([CH:4]=[CH:5][C:6](=[O:7])[O:8][CH3:9])[cH:10][cH:11][cH:12][cH:13]1>>[O:1]([c:2]1[c:3]([CH:4]=[CH:5][C:6](=[O:7])[O:8][CH3:9])[cH:10][cH:11][cH:12][cH:13]1)[CH2:17][CH2:16][CH2:15][Br:14]. Reactants: CC1=NN=C(S1)C=O (5-methyl-[1,3,4]thiadiazole-2-carbaldehyde), C(C)N (ethylamine). Solvent: C1CCOC1 (THF). Yields the product C(C)NCC=1SC(=NN1)C (ethyl-(5-methyl-[1,3,4]thiadiazol-2-ylmethyl)-amine). Reaction SMILES: [CH3:1][C:2]1[S:6][C:5]([CH:7]=O)=[N:4][N:3]=1.[CH2:9]([NH2:11])[CH3:10]>C1COCC1>[CH2:9]([NH:11][CH2:7][C:5]1[S:6][C:2]([CH3:1])=[N:3][N:4]=1)[CH3:10]. Procedure details: prepared by reaction of 5-methyl-[1,3,4]thiadiazole-2-carbaldehyde with 2M ethylamine in THF. The reactants are FC1=C(C=CC(=C1)F)N1NC=2[C@]3(CC[C@@H](C2C1=O)C3(C)C)C ((4R,7S)-2-(2,4-difluoro-phenyl)-7,8,8-trimethyl-1,2,4,5,6,7-hexahydro-4,7-methano-indazol-3-one), FC1=C(C=CC(=C1)F)N1NC=2[C@]3(CC[C@@H](C2C1=O)C3(C)C)C ((4R,7S)-2-(2,4-difluoro-phenyl)-7,8,8-trimethyl-1,2,4,5,6,7-hexahydro-4,7-methano-indazol-3-one), ClCC=1C=CC(=NC1)OC (5-chloromethyl-2-methoxy-pyridine), ClCC=1C=CC(=NC1)OC (5-chloromethyl-2-methoxy-pyridine). Reagents/catalysts: [I-].C(CCC)[N+](CCCC)(CCCC)CCCC (tetrabutylammonium iodide), [I-].C(CCC)[N+](CCCC)(CCCC)CCCC (tetrabutylammonium iodide). Run in ClCCl (dichloromethane), CN(C=O)C (dimethylformamide). Conditions: temperature 100 celsius. The product is FC1=C(C=CC(=C1)F)N1N(C=2[C@]3(CC[C@@H](C2C1=O)C3(C)C)C)CC=3C=NC(=CC3)OC ((4R,7S)-2-(2,4-difluoro-phenyl)-1-(6-methoxy-pyridin-3-ylmethyl)-7,8,8-trimethyl-1,2,4,5,6,7-hexahydro-4,7-methano-indazol-3-one). Isolated yield 8.7%. RXN SMILES: [F:1][C:2]1[CH:7]=[C:6]([F:8])[CH:5]=[CH:4][C:3]=1[N:9]1[C:17](=[O:18])[C:16]2[C@H:15]3[C:19]([CH3:21])([CH3:20])[C@:12]([CH3:22])([CH2:13][CH2:14]3)[C:11]=2[NH:10]1.Cl[CH2:24][C:25]1[CH:26]=[CH:27][C:28]([O:31][CH3:32])=[N:29][CH:30]=1>[I-].C([N+](CCCC)(CCCC)CCCC)CCC.CN(C)C=O.ClCCl>[F:1][C:2]1[CH:7]=[C:6]([F:8])[CH:5]=[CH:4][C:3]=1[N:9]1[C:17](=[O:18])[C:16]2[C@H:15]3[C:19]([CH3:21])([CH3:20])[C@:12]([CH3:22])([CH2:13][CH2:14]3)[C:11]=2[N:10]1[CH2:24][C:25]1[CH:30]=[N:29][C:28]([O:31][CH3:32])=[CH:27][CH:26]=1 |f:2.3|. Procedure details: A mixture of (4R,7S)-2-(2,4-difluoro-phenyl)-7,8,8-trimethyl-1,2,4,5,6,7-hexahydro-4,7-methano-indazol-3-one (Intermediate 42; 480 mg, 1.6 mmol), 5-chloromethyl-2-methoxy-pyridine (Intermediate 50; 995 mg, 6.3 mmol) and tetrabutylammonium iodide (583 mg, 1.6 mmol) in dimethylformamide (63 mL) was heated at 100° C. for 48 h. The solvent was evaporated and dichloromethane (150 mL) was added. The solution was washed with saturated aqueous sodium thiosulfate (200 mL), saturated aqueous sodium hydrog...